This data is from the Open Reaction Database (ORD), a public repository of structured organic reaction records. The task is: describe an organic reaction: reactants, conditions, products, and yield Reactants: OC=1C(=C2CCC(OC2=C(C1C)C)(C(=O)NCCCO)C)C (6-hydroxy-N-(3-hydroxypropyl)-2,5,7,8-tetramethylchroman-2-carboxamide), O=[N+]([O-])[O-].[O-][N+]([O-])=O.[O-][N+]([O-])=O.[O-][N+]([O-])=O.[O-][N+]([O-])=O.[O-][N+]([O-])=O.[Ce+4].[NH4+].[NH4+] (CAN). Yields the product OC(C(=O)NCCCO)(CCC1=C(C(C(=C(C1=O)C)C)=O)C)C (2-hydroxy-N-(3-hydroxypropyl)-2-methyl-4-(2,4,5-trimethyl-3,6-dioxocyclohexa-1,4-dienyl)butanamide). Isolated yield 83.5%. As a reaction SMILES: [OH:1][C:2]1[C:3]([CH3:22])=[C:4]2[C:9](=[C:10]([CH3:13])[C:11]=1[CH3:12])[O:8][C:7]([CH3:21])([C:14]([NH:16][CH2:17][CH2:18][CH2:19][OH:20])=[O:15])[CH2:6][CH2:5]2.[O:23]=[N+]([O-])[O-].[O-][N+](=O)[O-].[O-][N+](=O)[O-].[O-][N+](=O)[O-].[O-][N+](=O)[O-].[O-][N+](=O)[O-].[Ce+4].[NH4+].[NH4+]>>[OH:23][C:7]([CH3:21])([CH2:6][CH2:5][C:4]1[C:9](=[O:8])[C:10]([CH3:13])=[C:11]([CH3:12])[C:2](=[O:1])[C:3]=1[CH3:22])[C:14]([NH:16][CH2:17][CH2:18][CH2:19][OH:20])=[O:15] |f:1.2.3.4.5.6.7.8.9|. Reported procedure: Oxidation as described in protocol B, using 56.7 mg (0.184 mmol) of 6-hydroxy-N-(3-hydroxypropyl)-2,5,7,8-tetramethylchroman-2-carboxamide and 222 mg CAN (0.406 mmol) yielded 49.7 mg of 2-hydroxy-N-(3-hydroxypropyl)-2-methyl-4-(2,4,5-trimethyl-3,6-dioxocyclohexa-1,4-dienyl)butanamide as a yellow solid. Starting materials: C(C)(C)(C)OC(C1=C(C=C(C=C1)N1CCN(CC1)C(C(F)(F)F)=O)[N+](=O)[O-])=O (2-nitro-4-[4-(2,2,2-trifluoro-acetyl)-piperazin-1-yl]-benzoic acid tert-butyl ester). The solvent is ClCCl (dichloromethane). Run at time 2 hour. The product is [N+](=O)([O-])C1=C(C(=O)O)C=CC(=C1)N1CCN(CC1)C(C(F)(F)F)=O (2-Nitro-4-[4-(2,2,2-trifluoro-acetyl)-piperazin-1-yl]-benzoic acid). As a reaction SMILES: C([O:5][C:6](=[O:28])[C:7]1[CH:12]=[CH:11][C:10]([N:13]2[CH2:18][CH2:17][N:16]([C:19](=[O:24])[C:20]([F:23])([F:22])[F:21])[CH2:15][CH2:14]2)=[CH:9][C:8]=1[N+:25]([O-:27])=[O:26])(C)(C)C>ClCCl>[N+:25]([C:8]1[CH:9]=[C:10]([N:13]2[CH2:18][CH2:17][N:16]([C:19](=[O:24])[C:20]([F:23])([F:22])[F:21])[CH2:15][CH2:14]2)[CH:11]=[CH:12][C:7]=1[C:6]([OH:28])=[O:5])([O-:27])=[O:26]. Procedure: To a solution of 2-nitro-4-[4-(2,2,2-trifluoro-acetyl)-piperazin-1-yl]-benzoic acid tert-butyl ester (1.70 g, 4.22 mmol) in dichloromethane (25 mL) trifluoroacetic acid (5 mL) was added. The mixture was stirred at room temperature for 2 h, and then evaporated to give the title compound as yellow solid. 1H-NMR (400 MHz), ppm, DMSO-d6): 13.21 (bs, 1H), 7.78 (d, J=8.9 Hz, 1H), 7.31 (d, J=2.5 Hz, 1H), 7.17 (dd, J1=8.9 Hz, J2=2.5 Hz, 1H), 3.74 (m, 4H), 3.56 (m, 4H). Reactants: C(C)(C)(C)OC(=O)N1N=CC(=C1)C=1C(=NC=NC1N1CCC(CC1)C=1N(C=C(N1)C1=CC(=C(C=C1)F)C)CCO)N (4-(4-amino-6-{4-[4-(4-fluoro-3-methyl-phenyl)-1-(2-hydroxy-ethyl)-1H-imidazol-2-yl]-piperidin-1-yl}-pyrimidin-5-yl)-pyrazole-1-carboxylic acid tert-butyl ester), C(C)N(C(C)C)C(C)C (ethyl-diisopropyl-amine), CS(=O)(=O)Cl (methanesulfonyl chloride). The solvent is C1CCOC1 (THF). Run at time 1 hour. Yields the product NC1=NC=NC(=C1C=1C=NN(C1)C(=O)OC(C)(C)C)N1CCC(CC1)C=1N(C=C(N1)C1=CC(=C(C=C1)F)C)CCOS(=O)(=O)C (tert-butyl 4-(4-amino-6-(4-(4-(4-fluoro-3-methylphenyl)-1-(2-((methylsulfonyl)oxy)ethyl)-1H-imidazol-2-yl)piperidin-1-yl)pyrimidin-5-yl)-1H-pyrazole-1-carboxylate). As a reaction SMILES: [C:1]([O:5][C:6]([N:8]1[CH:12]=[C:11]([C:13]2[C:14]([NH2:41])=[N:15][CH:16]=[N:17][C:18]=2[N:19]2[CH2:24][CH2:23][CH:22]([C:25]3[N:26]([CH2:38][CH2:39][OH:40])[CH:27]=[C:28]([C:30]4[CH:35]=[CH:34][C:33]([F:36])=[C:32]([CH3:37])[CH:31]=4)[N:29]=3)[CH2:21][CH2:20]2)[CH:10]=[N:9]1)=[O:7])([CH3:4])([CH3:3])[CH3:2].C(N(C(C)C)C(C)C)C.[CH3:51][S:52](Cl)(=[O:54])=[O:53]>C1COCC1>[NH2:41][C:14]1[C:13]([C:11]2[CH:10]=[N:9][N:8]([C:6]([O:5][C:1]([CH3:4])([CH3:2])[CH3:3])=[O:7])[CH:12]=2)=[C:18]([N:19]2[CH2:24][CH2:23][CH:22]([C:25]3[N:26]([CH2:38][CH2:39][O:40][S:52]([CH3:51])(=[O:54])=[O:53])[CH:27]=[C:28]([C:30]4[CH:35]=[CH:34][C:33]([F:36])=[C:32]([CH3:37])[CH:31]=4)[N:29]=3)[CH2:21][CH2:20]2)[N:17]=[CH:16][N:15]=1. Procedure: To a stirring solution of 4-(4-amino-6-{4-[4-(4-fluoro-3-methyl-phenyl)-1-(2-hydroxy-ethyl)-1H-imidazol-2-yl]-piperidin-1-yl}-pyrimidin-5-yl)-pyrazole-1-carboxylic acid tert-butyl ester (350.00 mg; 0.62 mmol; 1.00 eq.) in THF 5 ml added ethyl-diisopropyl-amine (0.28 ml; 1.56 mmol; 2.50 eq.), then added drop wised methanesulfonyl chloride (0.10 ml; 1.24 mmol; 2.00 eq.) at 0° C., the reaction mixture was stirred at RT for 1 hr, LC-MS showed desired as major, and starting material disappeared, remo... The reactants are COCCOCOc1cc(-c2ccc3nc(NC(C)=O)sc3c2)cnc1C(F)(F)F, Cl. The product is CC(=O)Nc1nc2ccc(-c3cnc(C(F)(F)F)c(O)c3)cc2s1. As a reaction SMILES: [CH3:1][O:2][CH2:3][CH2:4][O:5][CH2:6][O:7][c:8]1[cH:9][c:10](-[c:18]2[cH:19][c:20]3[c:21]([n:22][c:23]([NH:25][C:26]([CH3:27])=[O:28])[s:24]3)[cH:29][cH:30]2)[cH:11][n:12][c:13]1[C:14]([F:15])([F:16])[F:17].[ClH:31]>>[OH:7][c:8]1[cH:9][c:10](-[c:18]2[cH:19][c:20]3[c:21]([n:22][c:23]([NH:25][C:26]([CH3:27])=[O:28])[s:24]3)[cH:29][cH:30]2)[cH:11][n:12][c:13]1[C:14]([F:15])([F:16])[F:17]. RXN SMILES: Br[C:2]1[N:22](S(C2C=CC=CC=2)(=O)=O)[C:5]2=[N:6][CH:7]=[C:8]([CH2:10][CH2:11][C:12]3[CH:17]=[C:16]([O:18][CH3:19])[CH:15]=[C:14]([O:20][CH3:21])[CH:13]=3)[N:9]=[C:4]2[CH:3]=1.ClCCl.[CH3:35][N:36]([CH3:53])[CH2:37][CH2:38][N:39]1[CH:43]=[C:42](B2OC(C)(C)C(C)(C)O2)[CH:41]=[N:40]1.P([O-])([O-])([O-])=O.[K+].[K+].[K+].C(=O)([O-])[O-].[K+].[K+]>O.C1C=CC(P(C2C=CC=CC=2)[C-]2C=CC=C2)=CC=1.C1C=CC(P(C2C=CC=CC=2)[C-]2C=CC=C2)=CC=1.Cl[Pd]Cl.[Fe+2].O1CCOCC1>[CH3:19][O:18][C:16]1[CH:17]=[C:12]([CH2:11][CH2:10][C:8]2[N:9]=[C:4]3[CH:3]=[C:2]([C:42]4[CH:41]=[N:40][N:39]([CH2:38][CH2:37][N:36]([CH3:53])[CH3:35])[CH:43]=4)[NH:22][C:5]3=[N:6][CH:7]=2)[CH:13]=[C:14]([O:20][CH3:21])[CH:15]=1 |f:3.4.5.6,7.8.9,11.12.13.14|. Reagents/catalysts: C1=CC=C(C=C1)P([C-]2C=CC=C2)C3=CC=CC=C3.C1=CC=C(C=C1)P([C-]2C=CC=C2)C3=CC=CC=C3.Cl[Pd]Cl.[Fe+2] ([1,1′-bis(diphenylphosphino)ferrocene]dichloropalladium(II)). Isolated yield 22.4%. Reactants: ClCCl (dichloromethane), P(=O)([O-])([O-])[O-].[K+].[K+].[K+] (potassium phosphate), C([O-])([O-])=O.[K+].[K+] (Potassium carbonate), BrC1=CC=2C(=NC=C(N2)CCC2=CC(=CC(=C2)OC)OC)N1S(=O)(=O)C1=CC=CC=C1 (6-bromo-2-[2-(3,5-dimethoxyphenyl)ethyl]-5-(phenylsulfonyl)-5H-pyrrolo[2,3-b]pyrazine), CN(CCN1N=CC(=C1)B1OC(C(O1)(C)C)(C)C)C (N,N-dimethyl-2-[4-(4,4,5,5-tetramethyl-1,3,2-dioxaborolan-2-yl)-1H-pyrazol-1-yl]ethanamine). Run at temperature 88 celsius, time 1 hour. Reported procedure: A stirred mixture of 6-bromo-2-[2-(3,5-dimethoxyphenyl)ethyl]-5-(phenylsulfonyl)-5H-pyrrolo[2,3-b]pyrazine (from example 1, step 4, 20.0 mg, 0.0398 mmol), [1,1′-bis(diphenylphosphino)ferrocene]dichloropalladium(II) complexed with dichloromethane (1:1) (1.30 mg, 1.59 μmol), N,N-dimethyl-2-[4-(4,4,5,5-tetramethyl-1,3,2-dioxaborolan-2-yl)-1H-pyrazol-1-yl]ethanamine (8.44 mg, 0.0318 mmol), and potassium phosphate (13.5 mg, 0.0637 mmol) in water (0.2 mL)/1,4-dioxane (0.4 mL) was heated at 88° C. Afte... The solvent is O1CCOCC1 (1,4-dioxane), O (water). Yields the product COC=1C=C(C=C(C1)OC)CCC=1N=C2C(=NC1)NC(=C2)C=2C=NN(C2)CCN(C)C (2-(4-{2-[2-(3,5-dimethoxyphenyl)ethyl]-5H-pyrrolo[2,3-b]pyrazin-6-yl}-1H-pyrazol-1-yl)-N,N-dimethylethanamine).